This data is from the Open Reaction Database (ORD), a public repository of structured organic reaction records. The task is: describe an organic reaction: reactants, conditions, products, and yield Starting materials: [N+](=O)([O-])C1=CC=C(C=C2N=C3C(=N2)C=CC=C3N)O1 (2-(5-nitro-furfurylidene)-amino-benzimidazole), C1(CCCCC1)N=C=O (cyclohexylisocyanate), CN(C=O)C (dimethylformamide). Run in CC(=O)CC (methyl-ethyl-ketone). Reaction conditions: temperature 0 celsius, time 6 hour. Product: C1(CCCCC1)N1C(NC2=C1C=CC(=C2N)C(N)=O)=CC2=CC=C(O2)[N+](=O)[O-] (1-cyclohexyl-carbamoyl-2-(5-nitro-furfurylidene)-amino-benzimidazole). Reaction SMILES: [N+:1]([C:4]1[O:19][C:7]([CH:8]=[C:9]2[N:13]=[C:12]3[CH:14]=[CH:15][CH:16]=[C:17]([NH2:18])[C:11]3=[N:10]2)=[CH:6][CH:5]=1)([O-:3])=[O:2].[CH:20]1(N=C=O)[CH2:25][CH2:24][CH2:23][CH2:22][CH2:21]1.C[N:30](C)[CH:31]=[O:32]>CC(CC)=O>[CH:20]1([N:13]2[C:12]3[CH:14]=[CH:15][C:16]([C:31](=[O:32])[NH2:30])=[C:17]([NH2:18])[C:11]=3[NH:10][C:9]2=[CH:8][C:7]2[O:19][C:4]([N+:1]([O-:3])=[O:2])=[CH:5][CH:6]=2)[CH2:25][CH2:24][CH2:23][CH2:22][CH2:21]1. Procedure: 25.1 g (0.1 mole) 2-(5-nitro-furfurylidene)-amino-benzimidazole are stirred in a mixture of 80 ml of dimethylformamide and 120 ml of methyl-ethyl-ketone, whereupon 12.6 g (0.1 mole) cyclohexylisocyanate are added. The reaction mixture is stirred for 6 hours at 40° C. to 45° C., whereupon next day it is cooled to 0° C., filtered off, washed with 20 ml of methyl-ethyl-ketone and dried in vacuo at 40° C. to 60° C. Thus 23 g of 1-cyclohexyl-carbamoyl-2-(5-nitro-furfurylidene)-amino-benzimidazole are... Starting materials: COC(CC=1C=C(C(=CC1)OC)C1=C(C=C(C=C1)C(F)(F)F)CN=[N+]=[N-])=O ((2′-Azidomethyl-6-methoxy-4′-trifluoromethyl-biphenyl-3-yl)-acetic acid methyl ester). The reagents and catalysts are [Pd] (palladium on carbon). The solvent is CO (MeOH). Conditions: time 1 hour. Product: COC(CC=1C=C(C(=CC1)OC)C1=C(C=C(C=C1)C(F)(F)F)CN)=O ((2′-Aminomethyl-6-methoxy-4′-trifluoromethyl-biphenyl-3-yl)-acetic acid methyl ester). Reaction SMILES: [CH3:1][O:2][C:3](=[O:27])[CH2:4][C:5]1[CH:6]=[C:7]([C:13]2[CH:18]=[CH:17][C:16]([C:19]([F:22])([F:21])[F:20])=[CH:15][C:14]=2[CH2:23][N:24]=[N+]=[N-])[C:8]([O:11][CH3:12])=[CH:9][CH:10]=1>[Pd].CO>[CH3:1][O:2][C:3](=[O:27])[CH2:4][C:5]1[CH:6]=[C:7]([C:13]2[CH:18]=[CH:17][C:16]([C:19]([F:20])([F:22])[F:21])=[CH:15][C:14]=2[CH2:23][NH2:24])[C:8]([O:11][CH3:12])=[CH:9][CH:10]=1. Procedure: (2′-Azidomethyl-6-methoxy-4′-trifluoromethyl-biphenyl-3-yl)-acetic acid methyl ester (0.784 g, 2.07 mmol) and 10% palladium on carbon (440 g) were combined in MeOH (8 mL) and stirred under a balloon of H2 at room temperature for 1 hour. The mixture was filtered and concentrated, and the residue was purified by preparative HPLC. The desired fractions were combined, concentrated, and the isolated material was diluted with EtOAc and neutralized with saturated aqueous NaHCO3. The organic layer was w... Run in CO (MeOH). Product: ClC=1C=C(C=C(C1)Cl)NC1=NNC(=N1)NCC=1OC(=CC1)C (N3-(3,5-dichlorophenyl)-N5-((5-methylfuran-2-yl)methyl)-1H-1,2,4-triazole-3,5-diamine). Isolated yield 74.0%. Procedure: A solution of N3-(3,5-dichlorophenyl)-1H-1,2,4-triazole-3,5-diamine Intermediate 2 (60 mg, 246 μmol) and 5-methylfuran-2-carbaldehyde (111.2 mg, 1.0 μmol) in MeOH (3 ml) was stirred at 45° C. for two days to give a suspension, cooled to −20° C. and was filtered to collect the solid. The solid was re-suspended in MeOH (5 ml), NaBH4 (55.8 mg, 1.47 mmol) was added and the reaction was stirred for 1 hour. The solvent was removed, and the reaction mixture was redissolved in EtOAc (5 ml) and washed wi... Starting materials: C(Cl)Cl (DCM), [BH4-].[Na+] (NaBH4), ClC=1C=C(C=C(C1)Cl)NC1=NNC(=N1)N (N3-(3,5-dichlorophenyl)-1H-1,2,4-triazole-3,5-diamine), 2, CC1=CC=C(O1)C=O (5-methylfuran-2-carbaldehyde). Reaction SMILES: [Cl:1][C:2]1[CH:3]=[C:4]([NH:9][C:10]2[N:14]=[C:13]([NH2:15])[NH:12][N:11]=2)[CH:5]=[C:6]([Cl:8])[CH:7]=1.[CH3:16][C:17]1[O:21][C:20]([CH:22]=O)=[CH:19][CH:18]=1.[BH4-].[Na+].C(Cl)Cl>CO>[Cl:1][C:2]1[CH:3]=[C:4]([NH:9][C:10]2[N:14]=[C:13]([NH:15][CH2:22][C:20]3[O:21][C:17]([CH3:16])=[CH:18][CH:19]=3)[NH:12][N:11]=2)[CH:5]=[C:6]([Cl:8])[CH:7]=1 |f:2.3|. Run at temperature -20 celsius, time 1 hour. The reactants are CCOC(=O)CC(=NNc1ccc(C(=O)O)cc1C)C(C)=O, CCO, Cl, [Na+], [Na+], O=C([O-])[O-], O. As a reaction SMILES: [CH3:1][c:2]1[cH:3][c:4]([C:5](=[O:6])[OH:7])[cH:8][cH:9][c:10]1[NH:11][N:12]=[C:13]([CH2:14][C:15](=[O:16])[O:17][CH2:18][CH3:19])[C:20]([CH3:21])=[O:22].[CH3:23][CH2:24][OH:25].[ClH:32].[Na+:26].[Na+:27].[O-:28][C:29](=[O:30])[O-:31].[OH2:33]>>[CH3:1][c:2]1[cH:3][c:4]([C:5](=[O:6])[OH:7])[cH:8][cH:9][c:10]1[N:11]1[N:12]=[C:13]([C:20]([CH3:21])=[O:22])[CH2:14][C:15]1=[O:16]. Yields the product CC(=O)C1=NN(c2ccc(C(=O)O)cc2C)C(=O)C1. Reactants: Cl.C(C1=CC=CC=C1)OC1=CC=C(OCCN2CCC(CC2)CC2=CC=C(C=C2)C)C=C1 (1-[2-(4-benzyloxyphenoxy)ethyl]-4-(4-methylbenzyl)piperidine hydrochloride), [H][H] (hydrogen). The reagents and catalysts are [OH-].[OH-].[Pd+2] (Pd(OH)2). Solvent: C(C)O (ethanol). Yields the product Cl.OC1=CC=C(OCCN2CCC(CC2)CC2=CC=C(C=C2)C)C=C1 (1-[2-(4-Hydroxyphenoxy)ethyl]-4-(4-methylbenzyl)piperidine hydrochloride). Yield: 70.3%. As a reaction SMILES: [ClH:1].C([O:9][C:10]1[CH:32]=[CH:31][C:13]([O:14][CH2:15][CH2:16][N:17]2[CH2:22][CH2:21][CH:20]([CH2:23][C:24]3[CH:29]=[CH:28][C:27]([CH3:30])=[CH:26][CH:25]=3)[CH2:19][CH2:18]2)=[CH:12][CH:11]=1)C1C=CC=CC=1.[H][H]>C(O)C.[OH-].[OH-].[Pd+2]>[ClH:1].[OH:9][C:10]1[CH:11]=[CH:12][C:13]([O:14][CH2:15][CH2:16][N:17]2[CH2:22][CH2:21][CH:20]([CH2:23][C:24]3[CH:25]=[CH:26][C:27]([CH3:30])=[CH:28][CH:29]=3)[CH2:19][CH2:18]2)=[CH:31][CH:32]=1 |f:0.1,4.5.6,7.8|. Procedure details: A mixture of 1-[2-(4-benzyloxyphenoxy)ethyl]-4-(4-methylbenzyl)piperidine hydrochloride (250 mg, 0.55 mmol) in 25 mL of ethanol with 60 mg of 20% Pd(OH)2 was hydrogenated at 30 psi of hydrogen to give 140 mg (88%) of the title compound, mp 198-200° C. 1H NMR (CD3OD) 1.6 (m, 2 H), 1.881-1.923 (m, 3 H), 2.288 (s, 3 H), 2.572 (d, J=6.6 Hz, 2 H), 3.06 (m, 2 H), 3.473 (m, 2 H), 3.61 (m, 2 H), 4.243 (t, J=5.1 Hz, 2 H), 6.709 (dd, J1 =2.4 Hz, J2 =6.6 Hz, 2 H), 6.830 (dd, J1 =2.4 Hz, J2 =6.6 Hz, 2 H), 7...